Dataset: the Open Reaction Database (ORD), a public repository of structured organic reaction records. Task: describe an organic reaction: reactants, conditions, products, and yield Reactants: CC1CCN(c2cc3nc(C(C)(C)C)sc3cc2NC(=S)Oc2ccccc2)CC1, CN1CCNCC1, C1COCCO1. Yields the product CC1CCN(c2cc3nc(C(C)(C)C)sc3cc2NC(=S)N2CCN(C)CC2)CC1. Reaction SMILES: [C:1]([CH3:2])([CH3:3])([CH3:4])[c:5]1[s:6][c:7]2[c:8]([n:9]1)[cH:10][c:11]([N:24]1[CH2:25][CH2:26][CH:27]([CH3:30])[CH2:28][CH2:29]1)[c:12]([NH:14][C:15](=[S:16])[O:17][c:18]1[cH:19][cH:20][cH:21][cH:22][cH:23]1)[cH:13]2.[CH3:31][N:32]1[CH2:33][CH2:34][NH:35][CH2:36][CH2:37]1.[O:38]1[CH2:39][CH2:40][O:41][CH2:42][CH2:43]1>>[C:1]([CH3:2])([CH3:3])([CH3:4])[c:5]1[s:6][c:7]2[c:8]([n:9]1)[cH:10][c:11]([N:24]1[CH2:25][CH2:26][CH:27]([CH3:30])[CH2:28][CH2:29]1)[c:12]([NH:14][C:15](=[S:16])[N:35]1[CH2:34][CH2:33][N:32]([CH3:31])[CH2:37][CH2:36]1)[cH:13]2. The reactants are CCNCC, ClCCl, O=C(Cl)c1ccc([N+](=O)[O-])c([N+](=O)[O-])c1. Product: CCN(CC)C(=O)c1ccc([N+](=O)[O-])c([N+](=O)[O-])c1. As a reaction SMILES: [CH2:16]([CH3:17])[NH:18][CH2:19][CH3:20].[CH2:21]([Cl:22])[Cl:23].[N+:1](=[O:2])([O-:3])[c:4]1[cH:5][c:6]([C:7](=[O:8])[Cl:9])[cH:10][cH:11][c:12]1[N+:13](=[O:14])[O-:15]>>[N+:1](=[O:2])([O-:3])[c:4]1[cH:5][c:6]([C:7](=[O:8])[N:18]([CH2:16][CH3:17])[CH2:19][CH3:20])[cH:10][cH:11][c:12]1[N+:13](=[O:14])[O-:15]. Starting materials: C(O)CN (ethanolamine), [OH-].[Na+] (sodium hydroxide), C(C)(=O)O (acetic acid), O=CC(Cl)(Cl)Cl (chloral). The solvent is C1(=CC=CC=C1)C (toluene). Product: ClC(C1OCCN1)(Cl)Cl (2-Trichloromethyl-1, 3-oxazolidine). RXN SMILES: [CH2:1]([CH2:3][NH2:4])[OH:2].C(O)(=O)C.O=[CH:10][C:11]([Cl:14])([Cl:13])[Cl:12].[OH-].[Na+]>C1(C)C=CC=CC=1>[Cl:12][C:11]([Cl:14])([Cl:13])[CH:10]1[NH:4][CH2:3][CH2:1][O:2]1 |f:3.4|. Procedure: To a 2 liter 3-necked flask equipped with a stirrer, Dean-Stark trap, a condenser and dropping funnel were added 214 g (3.51 moles) ethanolamine and 450 g. toluene. Then 273 g (4.55 moles) of glacial acetic acid were added slowly to keep the temperature (cooling if necessary) at 30°-45° C. Then 568 g (3.85 moles) of chloral were added at 40°-50° C. The reaction mixture was refluxed to remove water and, when complete, the temperature increased to 115°-120° C. The reaction mixture was cooled in an... Yields the product CCOC(=O)CCCOc1ccc2nc(CC(C)C)c(CN)c(-c3ccc(C)cc3)c2c1. The reactants are CCOC(=O)CCCOc1ccc2nc(CC(C)C)c(CNC(=O)OC(C)(C)C)c(-c3ccc(C)cc3)c2c1, CCOC(C)=O, Cl. Reaction SMILES: [C:1]([O:2][C:3](=[O:4])[NH:8][CH2:9][c:10]1[c:11]([CH2:36][CH:37]([CH3:38])[CH3:39])[n:12][c:13]2[cH:14][cH:15][c:16]([O:27][CH2:28][CH2:29][CH2:30][C:31](=[O:32])[O:33][CH2:34][CH3:35])[cH:17][c:18]2[c:19]1-[c:20]1[cH:21][cH:22][c:23]([CH3:26])[cH:24][cH:25]1)([CH3:5])([CH3:6])[CH3:7].[CH3:41][CH2:42][O:43][C:44](=[O:45])[CH3:46].[ClH:40]>>[NH2:8][CH2:9][c:10]1[c:11]([CH2:36][CH:37]([CH3:38])[CH3:39])[n:12][c:13]2[cH:14][cH:15][c:16]([O:27][CH2:28][CH2:29][CH2:30][C:31](=[O:32])[O:33][CH2:34][CH3:35])[cH:17][c:18]2[c:19]1-[c:20]1[cH:21][cH:22][c:23]([CH3:26])[cH:24][cH:25]1.